Dataset: the Open Reaction Database (ORD), a public repository of structured organic reaction records. Task: describe an organic reaction: reactants, conditions, products, and yield The reactants are Cl.Cl.Cl.S1C=CC=2C(=NC=CC21)N2CCN(CC2)CC[C@@H]2CC[C@H](CC2)N (trans-4-[2-(4-thieno[3,2-c]pyridin-4-yl-piperazin-1-yl)-ethyl]-cyclohexylamine trihydrochloride), Cl.Cl.Cl.S1C=CC=2C(=NC=CC21)N2CCN(CC2)CC[C@@H]2CC[C@H](CC2)N (trans-4-[2-(4-thieno[3,2-c]pyridin-4-yl-piperazin-1-yl)-ethyl]-cyclohexylamine trihydrochloride), C(CO)(=O)O (glycolic acid). Yields the product OCC(=O)N[C@@H]1CC[C@H](CC1)CCN1CCN(CC1)C1=NC=CC2=C1C=CS2 (2-Hydroxy-N-{trans-4-[2-(4-thieno[3,2-c]pyridin-4-yl-piperazin-1-yl)-ethyl]-cyclohexyl}-acetamide). As a reaction SMILES: Cl.Cl.Cl.[S:4]1[C:12]2[CH:11]=[CH:10][N:9]=[C:8]([N:13]3[CH2:18][CH2:17][N:16]([CH2:19][CH2:20][C@H:21]4[CH2:26][CH2:25][C@H:24]([NH2:27])[CH2:23][CH2:22]4)[CH2:15][CH2:14]3)[C:7]=2[CH:6]=[CH:5]1.[C:28](O)(=[O:31])[CH2:29][OH:30]>>[OH:31][CH2:28][C:29]([NH:27][C@H:24]1[CH2:25][CH2:26][C@H:21]([CH2:20][CH2:19][N:16]2[CH2:17][CH2:18][N:13]([C:8]3[C:7]4[CH:6]=[CH:5][S:4][C:12]=4[CH:11]=[CH:10][N:9]=3)[CH2:14][CH2:15]2)[CH2:22][CH2:23]1)=[O:30] |f:0.1.2.3|. Procedure details: The title compound was prepared in analogy to example 4 starting from trans-4-[2-(4-thieno[3,2-c]pyridin-4-yl-piperazin-1-yl)-ethyl]-cyclohexylamine trihydrochloride (intermediate B) (150 mg, 0.33 mmol) and glycolic acid (26 mg, 0.34 mmol). Purification by flash chromatography on silica gel (CH2Cl2/MeOH 95:5). White solid (67 mg, 50%), MS (ISP) m/z=403.3 [(M+H)+]. Starting materials: C(C1=CC=CC=C1)Cl (Benzyl chloride), C(C)O (ethanol), [H-].[Na+] (Sodium hydride), OC1=CC=C(C(=O)OCC)C=C1 (ethyl p-hydroxybenzoate). The solvent is CN(C=O)C (dimethylformamide), O (water). Product: C(C)OC(=O)C1=CC=C(OCC2=CC=CC=C2)C=C1 (4-ethoxycarbonylphenoxyphenyl methane). As a reaction SMILES: [H-].[Na+].[OH:3][C:4]1[CH:14]=[CH:13][C:7]([C:8]([O:10][CH2:11][CH3:12])=[O:9])=[CH:6][CH:5]=1.[CH2:15](Cl)[C:16]1[CH:21]=[CH:20][CH:19]=[CH:18][CH:17]=1.C(O)C>CN(C)C=O.O>[CH2:11]([O:10][C:8]([C:7]1[CH:6]=[CH:5][C:4]([O:3][CH2:15][C:16]2[CH:21]=[CH:20][CH:19]=[CH:18][CH:17]=2)=[CH:14][CH:13]=1)=[O:9])[CH3:12] |f:0.1|. Procedure: Sodium hydride (4.8g. of 50% suspension in oil) was added to a solution of ethyl p-hydroxybenzoate (166g.) in dimethylformamide (1 l). Benzyl chloride (126 g.) was added dropwise to the solution and the mixture heated on a steam bath for 2 hours. The solution was allowed to cool and ethanol (100 mls.) was added and the mixture poured into water (3 l) and then extracted with chloroform. The organic layer was dried (anhydrous MgSO4), filtered and the solvent removed under high vacuum. The resultin... The reactants are CC(=O)c1ccc(NC(=O)OC(C)(C)C)cc1, [Li]C(C)(C)C, O=CCC1CCN(Cc2ccccc2)CC1, CCCCC, [Cl-], [NH4+], C1CCOC1. The product is CC(C)(C)OC(=O)Nc1ccc(C(=O)CC(O)CC2CCN(Cc3ccccc3)CC2)cc1. As a reaction SMILES: [C:1]([CH3:2])([CH3:3])([CH3:4])[O:5][C:6](=[O:7])[NH:8][c:9]1[cH:10][cH:11][c:12]([C:15]([CH3:16])=[O:17])[cH:13][cH:14]1.[C:23]([Li:24])([CH3:25])([CH3:26])[CH3:27].[CH2:28]([c:29]1[cH:30][cH:31][cH:32][cH:33][cH:34]1)[N:35]1[CH2:36][CH2:37][CH:38]([CH2:41][CH:42]=[O:43])[CH2:39][CH2:40]1.[CH3:18][CH2:19][CH2:20][CH2:21][CH3:22].[Cl-:44].[NH4+:45].[O:46]1[CH2:47][CH2:48][CH2:49][CH2:50]1>>[C:1]([CH3:2])([CH3:3])([CH3:4])[O:5][C:6](=[O:7])[NH:8][c:9]1[cH:10][cH:11][c:12]([C:15]([CH2:16][CH:42]([CH2:41][CH:38]2[CH2:37][CH2:36][N:35]([CH2:28][c:29]3[cH:30][cH:31][cH:32][cH:33][cH:34]3)[CH2:40][CH2:39]2)[OH:43])=[O:17])[cH:13][cH:14]1. The reactants are COC1=NS(N=C1OC)(=O)=O (3,4-dimethoxy-1,2,5-thiadiazole 1,1-dioxide), CN(C)CC=1SC=C(N1)CSCCN (2-[(2-dimethylaminomethyl-4-thiazolyl)methylthio]ethylamine). Reported procedure: To a cooled (6°) suspension of 3,4-dimethoxy-1,2,5-thiadiazole 1,1-dioxide (0.74 g; 4.17 mmoles) in 80 ml of methanol was added dropwise over a period of 45 minutes a solution of 2-[(2-dimethylaminomethyl-4-thiazolyl)methylthio]ethylamine (0.96 g; 4.17 mmoles) [prepared in Step E] to give 3-{2-[(2-dimethylaminomethyl-4-thiazolyl)methylthio]ethylamino}-4-methoxy-1,2,5-thiadiazole 1,1-dioxide, Rf=0.64 [Silica/CH2Cl2 :CH3OH (9:1)]. The temperature was maintained at 6° and anhydrous methylamine was ... Yields the product CN(C)CC=1SC=C(N1)CSCCNC1=NS(N=C1OC)(=O)=O (3-{2-[(2-dimethylaminomethyl-4-thiazolyl)methylthio]ethylamino}-4-methoxy-1,2,5-thiadiazole 1,1-dioxide). The solvent is CO (methanol), CO (CH3OH). RXN SMILES: [CH3:1][O:2][C:3]1[C:7](OC)=[N:6][S:5](=[O:11])(=[O:10])[N:4]=1.[CH3:12][N:13]([CH2:15][C:16]1[S:17][CH:18]=[C:19]([CH2:21][S:22][CH2:23][CH2:24][NH2:25])[N:20]=1)[CH3:14]>CO>[CH3:14][N:13]([CH2:15][C:16]1[S:17][CH:18]=[C:19]([CH2:21][S:22][CH2:23][CH2:24][NH:25][C:7]2[C:3]([O:2][CH3:1])=[N:4][S:5](=[O:11])(=[O:10])[N:6]=2)[N:20]=1)[CH3:12]. Starting materials: O (water), OCCCCC1C=CCC1 (3-(4-Hydroxybut-1-yl)cyclopentene), CS(=O)(=O)Cl (methane sulfonyl chloride), N1=CC=CC=C1 (pyridine). Solvent: CN(C=O)C (dimethylformamide). Reaction conditions: temperature 70 celsius. The product is ClCCCCC1C=CCC1 (3-(4-Chlorobut-1-yl)cyclopentene). As a reaction SMILES: O[CH2:2][CH2:3][CH2:4][CH2:5][CH:6]1[CH2:10][CH2:9][CH:8]=[CH:7]1.N1C=CC=CC=1.CS([Cl:21])(=O)=O.O>CN(C)C=O>[Cl:21][CH2:2][CH2:3][CH2:4][CH2:5][CH:6]1[CH2:10][CH2:9][CH:8]=[CH:7]1. Reported procedure: 3-(4-Hydroxybut-1-yl)cyclopentene {2-cyclopentene-1-butanol}(51 g, 0.37 moles) is diluted in dimethylformamide (100 ml) and added to pyridine (38 g, 0.40 moles). The solution is stirred and methane sulfonyl chloride (46 g, 0.40 moles) is added dropwise in the course of 10 minutes. The reaction is then heated in a 70° C. water bath for 30 minutes. Then the mixture is cooled and water (1 liter) is added over 20 minutes. The reaction is partitioned between hexane (500 ml) and the organic phase sepa... The product is O=C(Oc1ccc(Oc2ccc(C(F)(F)F)cc2)cc1)N1CCN(CC2CCCCC2)CC1, Cl. The reactants are [Br-], C1CCC(CN2CCNCC2)CC1, O=C(Cl)Oc1ccc(Oc2ccc(C(F)(F)F)cc2)cc1, [K+]. Reaction SMILES: [Br-:35].[CH:22]1([CH2:28][N:29]2[CH2:30][CH2:31][NH:32][CH2:33][CH2:34]2)[CH2:23][CH2:24][CH2:25][CH2:26][CH2:27]1.[Cl:1][C:2](=[O:3])[O:4][c:5]1[cH:6][cH:7][c:8]([O:11][c:12]2[cH:13][cH:14][c:15]([C:18]([F:19])([F:20])[F:21])[cH:16][cH:17]2)[cH:9][cH:10]1.[K+:36]>>[C:2](=[O:3])([O:4][c:5]1[cH:6][cH:7][c:8]([O:11][c:12]2[cH:13][cH:14][c:15]([C:18]([F:19])([F:20])[F:21])[cH:16][cH:17]2)[cH:9][cH:10]1)[N:32]1[CH2:31][CH2:30][N:29]([CH2:28][CH:22]2[CH2:23][CH2:24][CH2:25][CH2:26][CH2:27]2)[CH2:34][CH2:33]1.[ClH:1].